This data is from the Open Reaction Database (ORD), a public repository of structured organic reaction records. The task is: describe an organic reaction: reactants, conditions, products, and yield The reactants are Fc1nc(F)c(F)c(Br)c1F, CC(Nc1nccc(-n2cnc3cc([Sn](C)(C)C)ccc32)n1)c1ccccc1. Yields the product CC(Nc1nccc(-n2cnc3cc(-c4c(F)c(F)nc(F)c4F)ccc32)n1)c1ccccc1. RXN SMILES: [Br:29][c:30]1[c:31]([F:39])[c:32]([F:38])[n:33][c:34]([F:37])[c:35]1[F:36].[c:1]1([CH:7]([CH3:8])[NH:9][c:10]2[n:11][cH:12][cH:13][c:14](-[n:16]3[cH:17][n:18][c:19]4[c:20]3[cH:21][cH:22][c:23]([Sn:25]([CH3:26])([CH3:27])[CH3:28])[cH:24]4)[n:15]2)[cH:2][cH:3][cH:4][cH:5][cH:6]1>>[c:1]1([CH:7]([CH3:8])[NH:9][c:10]2[n:11][cH:12][cH:13][c:14](-[n:16]3[cH:17][n:18][c:19]4[c:20]3[cH:21][cH:22][c:23](-[c:30]3[c:31]([F:39])[c:32]([F:38])[n:33][c:34]([F:37])[c:35]3[F:36])[cH:24]4)[n:15]2)[cH:2][cH:3][cH:4][cH:5][cH:6]1. The reactants are O=C(n1ccnc1)n1ccnc1, CC(C)(C)OC(=O)NC(C(=O)O)C(C)(C)C, CNOC, ClCCl, Cl. Yields the product CON(C)C(=O)C(NC(=O)OC(C)(C)C)C(C)(C)C. Reaction SMILES: [C:17]([n:18]1[cH:19][cH:20][n:21][cH:22]1)([n:23]1[cH:24][cH:25][n:26][cH:27]1)=[O:28].[C:1]([CH3:2])([CH3:3])([CH3:4])[O:5][C:6](=[O:7])[NH:8][CH:9]([C:10](=[O:11])[OH:12])[C:13]([CH3:14])([CH3:15])[CH3:16].[CH3:30][O:31][NH:32][CH3:33].[Cl:34][CH2:35][Cl:36].[ClH:29]>>[C:1]([CH3:2])([CH3:3])([CH3:4])[O:5][C:6](=[O:7])[NH:8][CH:9]([C:10](=[O:12])[N:32]([O:31][CH3:30])[CH3:33])[C:13]([CH3:14])([CH3:15])[CH3:16]. Reactants: C(C)(C)(C)C1CCC(CC1)NCC1=CC=C(C=C1)C(CC=1N=NN(N1)C(C)(C)OC)=O (1-{4-[(4-tert-Butylcyclohexylamino)methyl]phenyl}- 2-[2-(1-methoxy-1-methylethyl)-2H-tetrazol-5-yl]ethanone), FC(C=1C=C(C=C(C1)C(F)(F)F)N=C=O)(F)F (3,5-bis(trifluoromethyl)phenyl isocyanate). The solvent is C1CCOC1 (THF). Conditions: time 2 hour. Product: FC(C=1C=C(C=C(C1)C(F)(F)F)NC(N(CC1=CC=C(C=C1)C(CC=1N=NNN1)=O)C1CCC(CC1)C(C)(C)C)=O)(F)F (3-(3,5-bis(Trifluoromethyl)phenyl)-1-(4-tert-butylcyclohexyl)-1-[4-(2-2H-tetrazol-5-yl-acetyl)benzyl]urea). Yield: 98.3%. As a reaction SMILES: [C:1]([CH:5]1[CH2:10][CH2:9][CH:8]([NH:11][CH2:12][C:13]2[CH:18]=[CH:17][C:16]([C:19](=[O:31])[CH2:20][C:21]3[N:22]=[N:23][N:24](C(OC)(C)C)[N:25]=3)=[CH:15][CH:14]=2)[CH2:7][CH2:6]1)([CH3:4])([CH3:3])[CH3:2].[F:32][C:33]([F:48])([F:47])[C:34]1[CH:35]=[C:36]([N:44]=[C:45]=[O:46])[CH:37]=[C:38]([C:40]([F:43])([F:42])[F:41])[CH:39]=1>C1COCC1>[F:32][C:33]([F:47])([F:48])[C:34]1[CH:35]=[C:36]([NH:44][C:45](=[O:46])[N:11]([CH:8]2[CH2:9][CH2:10][CH:5]([C:1]([CH3:3])([CH3:2])[CH3:4])[CH2:6][CH2:7]2)[CH2:12][C:13]2[CH:18]=[CH:17][C:16]([C:19](=[O:31])[CH2:20][C:21]3[N:25]=[N:24][NH:23][N:22]=3)=[CH:15][CH:14]=2)[CH:37]=[C:38]([C:40]([F:43])([F:41])[F:42])[CH:39]=1. Procedure details: 1-{4-[(4-tert-Butylcyclohexylamino)methyl]phenyl}- 2-[2-(1-methoxy-1-methylethyl)-2H-tetrazol-5-yl]ethanone (320 mg, 0.75 mmol) was dissolved in THF (5 ml), and 3,5-bis(trifluoromethyl)phenyl isocyanate (191 mg, 0.75 mmol) was added. The reaction mixture was stirred at room temperature for 2 hours and then taken to dryness by rotary evaporation. The residue was stripped twice from acetonitrile to give 450 mg (88%) of title material. The reactants are ClC1=CC(=NC=C1)N (4-chloropyridin-2-ylamine), ClCC=O (chloroacetaldehyde), C(O)([O-])=O.[Na+] (sodium hydrogencarbonate). Run in O (water), C(C)O (ethanol). The product is ClC1=CC=2N(C=C1)C=CN2 (7-chloroimidazo[1,2-α]pyridine). Yield: 75.0%. Reaction SMILES: [Cl:1][C:2]1[CH:7]=[CH:6][N:5]=[C:4]([NH2:8])[CH:3]=1.Cl[CH2:10][CH:11]=O.C(=O)([O-])O.[Na+]>O.C(O)C>[Cl:1][C:2]1[CH:7]=[CH:6][N:5]2[CH:10]=[CH:11][N:8]=[C:4]2[CH:3]=1 |f:2.3|. Procedure details: A stirred suspension of 4-chloropyridin-2-ylamine (6.20 g, 48.2 mmol), chloroacetaldehyde (11.4 g of a 50 wt % solution in water, 73 mmol) and sodium hydrogencarbonate (8.09 g, 96.4 mmol) in ethanol (70 ml) was heated under reflux for 6 h. The solvent was evaporated and the residue partitioned between ethyl acetate and water. The organic layer was washed with brine, dried over sodium sulphate and concentrated in vacuo to give an orange oil. This oil was purified by silica gel chromatography elut... Procedure: A solution of N-(tert-butyl)-4-[6-chloro-2,4,8,22-tetraazatetracyclo[14.3.1.1(3,7).1(9,13)]docosa-1(20),3(22),4,6,9(21),10,12,16,18-nonaen-12-yl]piperazine-1-carboxamide bis(trifluoroacetate) (12 mg, 16 μmol) in trifluoroacetic acid (1 mL) was stirred at 20° C. for 4 h. The reaction mixture was purified by preparative LCMS to give the desired product (8 mg, 72%) as a solid. LCMS for C23H25ClN7O (M+H)+: m/z=450.0. 1H NMR (300 MHz, CD3OD): δ 8.09 (s, 1H), 7.74-7.69 (m, 2H), 7.22-7.11 (m, 2H), 7.04... Product: FC(C(=O)O)(F)F.FC(C(=O)O)(F)F.ClC=1C=NC=2NC=3C=CC=C(CCC4=C(C=CC(NC1N2)=C4)N4CCN(CC4)C(=O)N)C3 (4-[6-Chloro-2,4,8,22-tetraazatetracyclo[14.3.1.1(3,7).1(9,13)]docosa-1(20),3(22),4,6,9(21),10,12,16,18-nonaen-12-yl]piperazine-1-carboxamide bis(trifluoroacetate)). Reaction SMILES: [F:1][C:2]([F:7])([F:6])[C:3]([OH:5])=[O:4].[F:8][C:9]([F:14])([F:13])[C:10]([OH:12])=[O:11].C([NH:19][C:20]([N:22]1[CH2:27][CH2:26][N:25]([C:28]2[CH:29]=[CH:30][C:31]3[NH:32][C:33]4[N:49]=[C:37]([NH:38][C:39]5[CH:40]=[CH:41][CH:42]=[C:43]([CH:48]=5)[CH2:44][CH2:45][C:46]=2[CH:47]=3)[N:36]=[CH:35][C:34]=4[Cl:50])[CH2:24][CH2:23]1)=[O:21])(C)(C)C>FC(F)(F)C(O)=O>[F:1][C:2]([F:7])([F:6])[C:3]([OH:5])=[O:4].[F:8][C:9]([F:14])([F:13])[C:10]([OH:12])=[O:11].[Cl:50][C:34]1[CH:35]=[N:36][C:37]2[NH:38][C:39]3[CH:40]=[CH:41][CH:42]=[C:43]([CH:48]=3)[CH2:44][CH2:45][C:46]3[CH:47]=[C:31]([NH:32][C:33]=1[N:49]=2)[CH:30]=[CH:29][C:28]=3[N:25]1[CH2:26][CH2:27][N:22]([C:20]([NH2:19])=[O:21])[CH2:23][CH2:24]1 |f:0.1.2,4.5.6|. Run in FC(C(=O)O)(F)F (trifluoroacetic acid). The yield is 73.7%. Starting materials: FC(C(=O)O)(F)F.FC(C(=O)O)(F)F.C(C)(C)(C)NC(=O)N1CCN(CC1)C=1C=CC=2NC3=C(C=NC(NC=4C=CC=C(CCC1C2)C4)=N3)Cl (N-(tert-butyl)-4-[6-chloro-2,4,8,22-tetraazatetracyclo[14.3.1.1(3,7).1(9,13)]docosa-1(20),3(22),4,6,9(21),10,12,16,18-nonaen-12-yl]piperazine-1-carboxamide bis(trifluoroacetate)). Starting materials: CC(=O)O, Cc1nc(-c2ccc3c(c2)CCCC3)c(CC(Cl)C(=O)O)o1, [Zn]. Yields the product Cc1nc(-c2ccc3c(c2)CCCC3)c(CCC(=O)O)o1. RXN SMILES: [CH3:23][C:24](=[O:25])[OH:26].[Cl:1][CH:2]([C:3](=[O:4])[OH:5])[CH2:6][c:7]1[c:8](-[c:13]2[cH:14][c:15]3[c:20]([cH:21][cH:22]2)[CH2:19][CH2:18][CH2:17][CH2:16]3)[n:9][c:10]([CH3:12])[o:11]1.[Zn:27]>>[CH2:2]([C:3](=[O:4])[OH:5])[CH2:6][c:7]1[c:8](-[c:13]2[cH:14][c:15]3[c:20]([cH:21][cH:22]2)[CH2:19][CH2:18][CH2:17][CH2:16]3)[n:9][c:10]([CH3:12])[o:11]1. Reactants: P(=O)([O-])([O-])O.[K+].[K+] (dipotassium phosphate), C(C1=CC=CC=C1)N1C([C@H]([C@H]1CCl)N1C(C=2C(C1=O)=CC=CC2)=O)=O (cis N-benzyl-3-phthalimido-4-chloromethyl-2-azetidinone), [O-]S(=O)(=O)OOS(=O)(=O)[O-].[K+].[K+] (potassium peroxodisulfate), O (water). Solvent: C(C)(=O)O (acetic acid). Run at temperature 120 celsius. The product is C1(C=2C(C(N1[C@@H]1C(N[C@@H]1CCl)=O)=O)=CC=CC2)=O (cis 3-phthalimido-4-chloromethyl-2-azetidinone). Isolated yield 40.8%. Reaction SMILES: C([N:8]1[C@H:11]([CH2:12][Cl:13])[C@H:10]([N:14]2[C:18](=[O:19])[C:17]3=[CH:20][CH:21]=[CH:22][CH:23]=[C:16]3[C:15]2=[O:24])[C:9]1=[O:25])C1C=CC=CC=1.[O-]S(OOS([O-])(=O)=O)(=O)=O.[K+].[K+].O.P(O)([O-])([O-])=O.[K+].[K+]>C(O)(=O)C>[C:15]1(=[O:24])[N:14]([C@H:10]2[C@@H:11]([CH2:12][Cl:13])[NH:8][C:9]2=[O:25])[C:18](=[O:19])[C:17]2=[CH:20][CH:21]=[CH:22][CH:23]=[C:16]12 |f:1.2.3,5.6.7|. Procedure details: A mixture of 17.75 g of the product of Step B, 31 g of potassium peroxodisulfate, 110 ml of water and 160 ml of acetic acid was heated for 25 minutes with strong agitation in an oil bath at 120° C. and was then cooled to room temperature. 50 g of dipotassium phosphate were added to the mixture to adjust the pH to neutrality and was evaporated to dryness under reduced pressure. 250 ml of water and 150 ml of ethyl acetate were added to the residue and after stirring, sodium bicarbonate was added i...